Task: describe an organic reaction: reactants, conditions, products, and yield. Dataset: the Open Reaction Database (ORD), a public repository of structured organic reaction records RXN SMILES: [CH3:1][C:2]1[CH:7]=[CH:6][CH:5]=[C:4]([CH3:8])[C:3]=1[OH:9].[CH2:10]([O:14][CH2:15][CH2:16][CH:17]([CH2:19][CH2:20][CH:21]=[C:22]([CH3:24])[CH3:23])[CH3:18])[CH2:11][CH2:12][CH3:13].Cl(O)(=O)(=O)=O.C(Cl)Cl>O>[CH2:10]([O:14][CH2:15][CH2:16][CH:17]([CH3:18])[CH2:19][CH2:20][CH2:21][C:22]([C:6]1[CH:5]=[C:4]([CH3:8])[C:3]([OH:9])=[C:2]([CH3:1])[CH:7]=1)([CH3:24])[CH3:23])[CH2:11][CH2:12][CH3:13]. Product: C(CCC)OCCC(CCCC(C)(C)C1=CC(=C(C(=C1)C)O)C)C (1-n-butyloxy-7-(4-hydroxy-3,5-dimethyl-phenyl)-3,7-dimethyl-octane). Starting materials: CC1=C(C(=CC=C1)C)O (2,6-dimethylphenol), C(CCC)OCCC(C)CCC=C(C)C (citronellyl n-butyl ether), Cl(=O)(=O)(=O)O (perchloric acid), C(Cl)Cl (methylene chloride). Procedure details: 12.2 Parts of 2,6-dimethylphenol, 5.3 parts of citronellyl n-butyl ether, and 1.0 parts of 70% perchloric acid in 30 parts of methylene chloride were stored at room temperature for 3 days. The reaction mixture after pouring into water was extracted with ether, and the ether solution washed with sodium bicarbonate solution, then water and evaporated. Distillation of the residual oil gave 1-n-butyloxy-7-(4-hydroxy-3,5-dimethyl-phenyl)-3,7-dimethyl-octane as a fraction with b0.8, 168°-76° C. The solvent is O (water).